From a dataset of the Open Reaction Database (ORD), a public repository of structured organic reaction records. describe an organic reaction: reactants, conditions, products, and yield Starting materials: CC1(C)OCC(CO)O1, O=C(Cl)Oc1ccc([N+](=O)[O-])cc1, c1ccncc1. As a reaction SMILES: [CH3:1][C:2]1([CH3:9])[O:3][CH2:4][CH:5]([CH2:7][OH:8])[O:6]1.[Cl:10][C:11](=[O:12])[O:13][c:14]1[cH:15][cH:16][c:17]([N+:20](=[O:21])[O-:22])[cH:18][cH:19]1.[cH:23]1[cH:24][cH:25][n:26][cH:27][cH:28]1>>[CH3:1][C:2]1([CH3:9])[O:3][CH2:4][CH:5]([CH2:7][O:8][C:11](=[O:12])[O:13][c:14]2[cH:15][cH:16][c:17]([N+:20](=[O:21])[O-:22])[cH:18][cH:19]2)[O:6]1. The product is CC1(C)OCC(COC(=O)Oc2ccc([N+](=O)[O-])cc2)O1. The reactants are BrCC(=O)OC(C)(C)C (t-butyl bromoacetate), S1C2=C(C(=C1)CCC(=O)N1C(OCC1CC1=CC=CC=C1)=O)C=CC=C2 (3-(3-benzo[b]thiophen-3-yl-propionyl)-4-benzyl-oxazolidin-2-one), C(C)(C)[N-]C(C)C.[Li+] (lithium diisopropyl amide). Run in O1CCCC1 (tetrahydrofuran), O1CCCC1 (tetrahydrofuran). Reaction conditions: time 30 minute. The product is C(C)(C)(C)OC(C[C@@H](C(=O)N1C(OCC1CC1=CC=CC=C1)=O)CC=1C2=C(SC1)C=CC=C2)=O (3(S)-Benzo[b]thiophen-3-ylmethyl-4-(4-benzyl-2-oxo-oxazolidin-3-yl)-4-oxo butyric acid tert-butyl ester). As a reaction SMILES: [S:1]1[CH:5]=[C:4]([CH2:6][CH2:7][C:8]([N:10]2[CH:14]([CH2:15][C:16]3[CH:21]=[CH:20][CH:19]=[CH:18][CH:17]=3)[CH2:13][O:12][C:11]2=[O:22])=[O:9])[C:3]2[CH:23]=[CH:24][CH:25]=[CH:26][C:2]1=2.C([N-]C(C)C)(C)C.[Li+].Br[CH2:36][C:37]([O:39][C:40]([CH3:43])([CH3:42])[CH3:41])=[O:38]>O1CCCC1>[C:40]([O:39][C:37](=[O:38])[CH2:36][C@H:7]([CH2:6][C:4]1[C:3]2[CH:23]=[CH:24][CH:25]=[CH:26][C:2]=2[S:1][CH:5]=1)[C:8]([N:10]1[CH:14]([CH2:15][C:16]2[CH:17]=[CH:18][CH:19]=[CH:20][CH:21]=2)[CH2:13][O:12][C:11]1=[O:22])=[O:9])([CH3:43])([CH3:42])[CH3:41] |f:1.2|. Reported procedure: To a solution of 3-(3-benzo[b]thiophen-3-yl-propionyl)-4-benzyl-oxazolidin-2-one (3.35 g, 9.18 mmol) in 100 mL anhydrous tetrahydrofuran at −78° C. was added lithium diisopropyl amide in tetrahydrofuran (6.1 mL, 11.01 mmol) and the reaction mixture was stirred for 30 min Following addition of t-butyl bromoacetate (1.62 mL, 11.01 mmol) at −78° C., the mixture was stirred overnight while it was allowed to warm to room temperature. The solvent was evaporated and the residue diluted with ethyl aceta... The reactants are CN(Cc1ccc(-c2ccc(O)c(Br)c2)cc1)C(=O)c1cn(C)c2ccccc12, N#CCBr, O=C([O-])[O-], [K+], [K+], CN(C)C=O. Product: CN(Cc1ccc(-c2ccc(OCC#N)c(Br)c2)cc1)C(=O)c1cn(C)c2ccccc12. Reaction SMILES: [Br:1][c:2]1[cH:3][c:4](-[c:9]2[cH:10][cH:11][c:12]([CH2:15][N:16]([C:17](=[O:18])[c:19]3[cH:20][n:21]([CH3:28])[c:22]4[cH:23][cH:24][cH:25][cH:26][c:27]34)[CH3:29])[cH:13][cH:14]2)[cH:5][cH:6][c:7]1[OH:8].[Br:30][CH2:31][C:32]#[N:33].[C:34](=[O:35])([O-:36])[O-:37].[K+:38].[K+:39].[O:40]=[CH:41][N:42]([CH3:43])[CH3:44]>>[Br:1][c:2]1[cH:3][c:4](-[c:9]2[cH:10][cH:11][c:12]([CH2:15][N:16]([C:17](=[O:18])[c:19]3[cH:20][n:21]([CH3:28])[c:22]4[cH:23][cH:24][cH:25][cH:26][c:27]34)[CH3:29])[cH:13][cH:14]2)[cH:5][cH:6][c:7]1[O:8][CH2:31][C:32]#[N:33]. Reactants: F[B-](F)(F)F, CCNc1ccccc1, Cl, O=C(O)c1cc(Nc2ccc3c(c2)CC2(C3)C(=O)Nc3ncccc32)ncn1, CN(C)C=O, CN(C)C(On1nnc2ccccc21)=[N+](C)C. Product: CCN(C(=O)c1cc(Nc2ccc3c(c2)CC2(C3)C(=O)Nc3ncccc32)ncn1)c1ccccc1. As a reaction SMILES: [B-:39]([F:40])([F:41])([F:42])[F:43].[CH2:30]([CH3:31])[NH:32][c:33]1[cH:34][cH:35][cH:36][cH:37][cH:38]1.[ClH:1].[O:2]=[C:3]1[NH:4][c:5]2[n:6][cH:7][cH:8][cH:9][c:10]2[C:11]12[CH2:12][c:13]1[cH:14][cH:15][c:16]([NH:20][c:21]3[cH:22][c:23]([C:27](=[O:28])[OH:29])[n:24][cH:25][n:26]3)[cH:17][c:18]1[CH2:19]2.[O:61]=[CH:62][N:63]([CH3:64])[CH3:65].[n:44]1([O:45][C:46]([N:47]([CH3:48])[CH3:49])=[N+:50]([CH3:51])[CH3:52])[c:53]2[cH:54][cH:55][cH:56][cH:57][c:58]2[n:59][n:60]1>>[O:2]=[C:3]1[NH:4][c:5]2[n:6][cH:7][cH:8][cH:9][c:10]2[C:11]12[CH2:12][c:13]1[cH:14][cH:15][c:16]([NH:20][c:21]3[cH:22][c:23]([C:27](=[O:28])[N:32]([CH2:30][CH3:31])[c:33]4[cH:34][cH:35][cH:36][cH:37][cH:38]4)[n:24][cH:25][n:26]3)[cH:17][c:18]1[CH2:19]2. Reactants: NC1=CC=NC=C1C=O (4-aminonicotinaldehyde), COC1=C(C(=CC=C1)F)CCC#N (3-(2-methoxy-6-fluorophenyl)propionitrile). The product is FC1=C(CC=2C(=NC3=CC=NC=C3C2)N)C(=CC=C1)OC (3-(2-Fluoro-6-methoxybenzyl)-1,6-naphthyridin-2-amine). RXN SMILES: [NH2:1][C:2]1[C:7]([CH:8]=O)=[CH:6][N:5]=[CH:4][CH:3]=1.[CH3:10][O:11][C:12]1[CH:17]=[CH:16][CH:15]=[C:14]([F:18])[C:13]=1[CH2:19][CH2:20][C:21]#[N:22]>>[F:18][C:14]1[CH:15]=[CH:16][CH:17]=[C:12]([O:11][CH3:10])[C:13]=1[CH2:19][C:20]1[C:21]([NH2:22])=[N:1][C:2]2[C:7]([CH:8]=1)=[CH:6][N:5]=[CH:4][CH:3]=2. Procedure details: The title compound was synthesized according to EXAMPLE 11 from 4-aminonicotinaldehyde and 3-(2-methoxy-6-fluorophenyl)propionitrile. Starting materials: CCO, CC1(c2cccc(Cn3ncc([N+](=O)[O-])n3)c2)OCCO1, [Cl-], [Fe], N#N, [NH4+], O. Yields the product CC1(c2cccc(Cn3ncc(N)n3)c2)OCCO1. As a reaction SMILES: [CH3:26][CH2:27][OH:28].[CH3:3][C:4]1([c:9]2[cH:10][c:11]([CH2:12][n:13]3[n:14][cH:15][c:16]([N+:18]([O-:19])=[O:20])[n:17]3)[cH:21][cH:22][cH:23]2)[O:5][CH2:6][CH2:7][O:8]1.[Cl-:24].[Fe:30].[N:1]#[N:2].[NH4+:25].[OH2:29]>>[CH3:3][C:4]1([c:9]2[cH:10][c:11]([CH2:12][n:13]3[n:14][cH:15][c:16]([NH2:18])[n:17]3)[cH:21][cH:22][cH:23]2)[O:5][CH2:6][CH2:7][O:8]1. Starting materials: CC1=C(C=C(C(=C1)C)[N+](=O)[O-])NC(C)=O (N-(2,4-dimethyl-5-nitrophenyl)acetamide), O (water), S(O)(O)(=O)=O (sulfuric acid). Run in C(C)O (ethanol). Product: CC1=C(N)C=C(C(=C1)C)[N+](=O)[O-] (2,4-dimethyl-5-nitroaniline). RXN SMILES: [CH3:1][C:2]1[CH:7]=[C:6]([CH3:8])[C:5]([N+:9]([O-:11])=[O:10])=[CH:4][C:3]=1[NH:12]C(=O)C.O.S(=O)(=O)(O)O>C(O)C>[CH3:1][C:2]1[CH:7]=[C:6]([CH3:8])[C:5]([N+:9]([O-:11])=[O:10])=[CH:4][C:3]=1[NH2:12]. Reported procedure: A mixture of N-(2,4-dimethyl-5-nitrophenyl)acetamide, water (24 mL), concentrated sulfuric acid (12 mL), and ethanol (120 mL) was heated at reflux under an atmosphere of nitrogen for 4 hours. The ethanol was evaporated under reduced pressure and the residue partitioned between ethyl acetate (250 mL) and brine (150 mL). The brine solution was reextracted with ethyl acetate. The combined ethyl acetate extracts were then dried over magnesium sulfate. Evaporation afforded a crude product which was f...